From a dataset of the Open Reaction Database (ORD), a public repository of structured organic reaction records. describe an organic reaction: reactants, conditions, products, and yield Starting materials: C([O-])([O-])=O.[Cs+].[Cs+] (cesium carbonate), ClC1=NC=CC(=N1)NC1=CC2=C(N(C(=N2)N(C(OC(C)(C)C)=O)C2=CC=CC=C2)C)C=C1 (Tert-butyl 5-[(2-chloropyrimidin-4-yl)amino]-1-methyl-1H-benzimidazol-2-yl(phenyl)carbamate), IC (iodomethane). The solvent is CN(C)C=O (DMF). Reaction conditions: time 15 minute. Yields the product ClC1=NC=CC(=N1)N(C1=CC2=C(N(C(=N2)N(C(OC(C)(C)C)=O)C2=CC=CC=C2)C)C=C1)C (Tert-butyl 5-[(2-chloropyrimidin-4-yl)(methyl)amino]-1-methyl-1H-benzimidazol-2-yl(phenyl)carbamate). The yield is 78.2%. As a reaction SMILES: [Cl:1][C:2]1[N:7]=[C:6]([NH:8][C:9]2[CH:32]=[CH:31][C:12]3[N:13]([CH3:30])[C:14]([N:16]([C:24]4[CH:29]=[CH:28][CH:27]=[CH:26][CH:25]=4)[C:17](=[O:23])[O:18][C:19]([CH3:22])([CH3:21])[CH3:20])=[N:15][C:11]=3[CH:10]=2)[CH:5]=[CH:4][N:3]=1.[C:33](=O)([O-])[O-].[Cs+].[Cs+].IC>CN(C=O)C>[Cl:1][C:2]1[N:7]=[C:6]([N:8]([CH3:33])[C:9]2[CH:32]=[CH:31][C:12]3[N:13]([CH3:30])[C:14]([N:16]([C:24]4[CH:25]=[CH:26][CH:27]=[CH:28][CH:29]=4)[C:17](=[O:23])[O:18][C:19]([CH3:20])([CH3:21])[CH3:22])=[N:15][C:11]=3[CH:10]=2)[CH:5]=[CH:4][N:3]=1 |f:1.2.3|. Reported procedure: Tert-butyl 5-[(2-chloropyrimidin-4-yl)amino]-1-methyl-1H-benzimidazol-2-yl(phenyl)carbamate (0.97 g, 2.2 mmol) was dissolved in DMF (10 ml) and cesium carbonate (2.15 g, 6.6 mmol) was added. After 15 min, iodomethane (0.20 ml, 3.3 mmol) was added, and the reaction was stirred at rt. After TLC showed the starting material to be consumed, the reaction was diluted with water. The aqueous layer was extracted with EtOAc. The combined organic layers were washed with water, dried over MgSO4 and concent... Reactants: [Br-], CCCCCSCCO, CC(C)(C)[Si](C)(C)OCCCCCC[P+](c1ccccc1)(c1ccccc1)c1ccccc1, CC12CCC3c4ccc(O)cc4CC(CCCCCCCOS(C)(=O)=O)C3C1CCC2O. Product: CCCCCSCCOCCCCCCCC1Cc2cc(O)ccc2C2CCC3(C)C(O)CCC3C12. Reaction SMILES: [Br-:33].[CH2:67]([CH2:68][CH2:69][CH2:70][CH3:71])[S:72][CH2:73][CH2:74][OH:75].[CH3:34][Si:35]([CH3:36])([C:37]([CH3:38])([CH3:39])[CH3:40])[O:41][CH2:42][CH2:43][CH2:44][CH2:45][CH2:46][CH2:47][P+:48]([c:49]1[cH:50][cH:51][cH:52][cH:53][cH:54]1)([c:55]1[cH:56][cH:57][cH:58][cH:59][cH:60]1)[c:61]1[cH:62][cH:63][cH:64][cH:65][cH:66]1.[S:1]([CH3:2])(=[O:3])(=[O:4])[O:5][CH2:6][CH2:7][CH2:8][CH2:9][CH2:10][CH2:11][CH2:12][CH:13]1[CH:14]2[CH:15]3[CH2:16][CH2:17][CH:18]([OH:32])[C:19]3([CH3:20])[CH2:21][CH2:22][CH:23]2[c:24]2[cH:25][cH:26][c:27]([OH:31])[cH:28][c:29]2[CH2:30]1>>[O:5]([CH2:6][CH2:7][CH2:8][CH2:9][CH2:10][CH2:11][CH2:12][CH:13]1[CH:14]2[CH:15]3[CH2:16][CH2:17][CH:18]([OH:32])[C:19]3([CH3:20])[CH2:21][CH2:22][CH:23]2[c:24]2[cH:25][cH:26][c:27]([OH:31])[cH:28][c:29]2[CH2:30]1)[CH2:74][CH2:73][S:72][CH2:67][CH2:68][CH2:69][CH2:70][CH3:71]. Reactants: C(C)OC(C1=C(C=C(C(=C1)F)N1CCCC1)NC1CC1)=O (4-(pyrrolidin-1-yl)-2-cyclopropylamino-5-fluorobenzoic acid ethyl ester), solution, [OH-].[Na+] (sodium hydroxide). The solvent is CO (methanol), O1CCCC1 (tetrahydrofuran), C(C)(=O)OCC (ethyl acetate). Conditions: temperature 80 celsius, time 20 hour. Product: C1(CC1)NC1=C(C(=O)O)C=C(C(=C1)N1CCCC1)F (2-Cyclopropylamino-5-fluoro-4-pyrrolidin-1-ylbenzoic acid). Yield: 89.9%. RXN SMILES: C([O:3][C:4](=[O:21])[C:5]1[CH:10]=[C:9]([F:11])[C:8]([N:12]2[CH2:16][CH2:15][CH2:14][CH2:13]2)=[CH:7][C:6]=1[NH:17][CH:18]1[CH2:20][CH2:19]1)C.[OH-].[Na+]>CO.O1CCCC1.C(OCC)(=O)C>[CH:18]1([NH:17][C:6]2[CH:7]=[C:8]([N:12]3[CH2:13][CH2:14][CH2:15][CH2:16]3)[C:9]([F:11])=[CH:10][C:5]=2[C:4]([OH:21])=[O:3])[CH2:19][CH2:20]1 |f:1.2|. Procedure: To a solution of 4-(pyrrolidin-1-yl)-2-cyclopropylamino-5-fluorobenzoic acid ethyl ester (Example 3e, 3.10 g, 10.4 mmol) in methanol (50 mL) and tetrahydrofuran (20 mL) is added 1N solution of sodium hydroxide (35 mL). The reaction mixture is stirred at 80° C. for 20 hours, cooled to room temperature, and diluted with ethyl acetate. The organic layer is washed with 1N hydrochloric acid, water, and brine. The organic layer is dried over MgSO4, filtered, and the filtrate concentrated to afford the...